From a dataset of the Open Reaction Database (ORD), a public repository of structured organic reaction records. describe an organic reaction: reactants, conditions, products, and yield The reactants are COc1ccc(F)cc1C(C)(C)CC(O)(CNc1cc(C)cc2c1cnn2-c1cccc(C(=O)O)c1)C(F)(F)F, NC(=O)C(N)CO. The product is COc1ccc(F)cc1C(C)(C)CC(O)(CNc1cc(C)cc2c1cnn2-c1cccc(C(=O)NC(CO)C(N)=O)c1)C(F)(F)F. Reaction SMILES: [F:1][c:2]1[cH:3][cH:4][c:5]([O:39][CH3:40])[c:6]([C:8]([CH2:9][C:10]([CH2:11][NH:12][c:13]2[c:14]3[cH:15][n:16][n:17](-[c:23]4[cH:24][c:25]([C:26](=[O:27])[OH:28])[cH:29][cH:30][cH:31]4)[c:18]3[cH:19][c:20]([CH3:22])[cH:21]2)([C:32]([F:33])([F:34])[F:35])[OH:36])([CH3:37])[CH3:38])[cH:7]1.[NH2:41][CH:42]([CH2:43][OH:44])[C:45](=[O:46])[NH2:47]>>[F:1][c:2]1[cH:3][cH:4][c:5]([O:39][CH3:40])[c:6]([C:8]([CH2:9][C:10]([CH2:11][NH:12][c:13]2[c:14]3[cH:15][n:16][n:17](-[c:23]4[cH:24][c:25]([C:26](=[O:28])[NH:41][CH:42]([CH2:43][OH:44])[C:45](=[O:46])[NH2:47])[cH:29][cH:30][cH:31]4)[c:18]3[cH:19][c:20]([CH3:22])[cH:21]2)([C:32]([F:33])([F:34])[F:35])[OH:36])([CH3:37])[CH3:38])[cH:7]1.